From a dataset of the Open Reaction Database (ORD), a public repository of structured organic reaction records. describe an organic reaction: reactants, conditions, products, and yield The reactants are [N+](=O)([O-])C=1C=CC=C2C=CNC12 (7-nitroindole), 2B-3 ethyl alcohol. Reagents/catalysts: [Pd] (Pd/C). Run at time 2 hour. Yields the product N1C=CC2=CC=CC(=C12)N (1H-Indol-7-ylamine). The yield is 96.7%. Reaction SMILES: [N+:1]([C:4]1[CH:5]=[CH:6][CH:7]=[C:8]2[C:12]=1[NH:11][CH:10]=[CH:9]2)([O-])=O>[Pd]>[NH:11]1[C:12]2[C:8](=[CH:7][CH:6]=[CH:5][C:4]=2[NH2:1])[CH:9]=[CH:10]1. Procedure details: Charge a 3-gal autoclave with 7-nitroindole (250 g, 1.542 moles), 2B-3 ethyl alcohol (5.0 L), and 10% Pd/C (50.0 g). Stir at 50 psi H2 for 2 h at <27° C. When the reaction is deemed complete, filter the reactor contents through Celite followed by concentration of the filtrate to dryness to yield 197.0 g (96.7%) of the title compound as purple solid. 1H-NMR(CD3OD, 300 MHz), δ 7.16 (d, 1H), 7.00 (dd, 1H), 6.81 (t, 1H), 6.50 (dd, 1H), 6.37 (d, 1H). Reactants: CCO, Clc1nncc2ccccc12, Nc1ccc(O)cc1. Yields the product Oc1ccc(Nc2nncc3ccccc23)cc1. RXN SMILES: [CH3:20][CH2:21][OH:22].[Cl:1][c:2]1[n:3][n:4][cH:5][c:6]2[cH:7][cH:8][cH:9][cH:10][c:11]12.[NH2:12][c:13]1[cH:14][cH:15][c:16]([OH:19])[cH:17][cH:18]1>>[c:2]1([NH:12][c:13]2[cH:14][cH:15][c:16]([OH:19])[cH:17][cH:18]2)[n:3][n:4][cH:5][c:6]2[cH:7][cH:8][cH:9][cH:10][c:11]12. The reactants are Cc1ccccc1, CCOCC, S=C=Nc1ccc(Cl)cc1, Nc1ncccc1OCc1c(F)cccc1F. Reaction SMILES: [CH3:28][c:29]1[cH:30][cH:31][cH:32][cH:33][cH:34]1.[CH3:35][CH2:36][O:37][CH2:38][CH3:39].[Cl:18][c:19]1[cH:20][cH:21][c:22]([N:25]=[C:26]=[S:27])[cH:23][cH:24]1.[NH2:1][c:2]1[n:3][cH:4][cH:5][cH:6][c:7]1[O:8][CH2:9][c:10]1[c:11]([F:17])[cH:12][cH:13][cH:14][c:15]1[F:16]>>[NH:1]([c:2]1[n:3][cH:4][cH:5][cH:6][c:7]1[O:8][CH2:9][c:10]1[c:11]([F:17])[cH:12][cH:13][cH:14][c:15]1[F:16])[C:26]([NH:25][c:22]1[cH:21][cH:20][c:19]([Cl:18])[cH:24][cH:23]1)=[S:27]. Product: Fc1cccc(F)c1COc1cccnc1NC(=S)Nc1ccc(Cl)cc1. The reactants are C(C1=CC=CC=C1)OC(NC1(CC1)CNC(=O)OC(C)(C)C)=O ([1-(tert-butoxycarbonylamino-methyl)-cyclopropyl]-carbamic acid benzyl ester). Reagents/catalysts: [Pd] (Pd on carbon). Solvent: CO (methanol). Run at time 16 hour. Product: NC1(CC1)CNC(OC(C)(C)C)=O (tert-butyl (1-aminocyclopropyl)methylcarbamate). Isolated yield 75.4%. Reaction SMILES: C(OC(=O)[NH:10][C:11]1([CH2:14][NH:15][C:16]([O:18][C:19]([CH3:22])([CH3:21])[CH3:20])=[O:17])[CH2:13][CH2:12]1)C1C=CC=CC=1>CO.[Pd]>[NH2:10][C:11]1([CH2:14][NH:15][C:16](=[O:17])[O:18][C:19]([CH3:21])([CH3:20])[CH3:22])[CH2:13][CH2:12]1. Procedure: To a stirred solution of [1-(tert-butoxycarbonylamino-methyl)-cyclopropyl]-carbamic acid benzyl ester (0.912 g, 2.85 mmol) in 120 mL of methanol was added 10% Pd on carbon (200 mg) in one portion at room temperature. Then the mixture was degassed by bubbling hydrogen for 5 minutes then stirred under a hydrogen atmosphere at room temperature for 16 hours. The mixture was filtered to remove the catalyst and the filtrate was evaporated at 40° C. under reduced pressure to give tert-butyl (1-aminocyc... Starting materials: C1=CC=CC=2C3=CC=CC=C3C(C12)COC(=O)N[C@@H](CC(NC(C1=CC=CC=C1)(C1=CC=CC=C1)C1=CC=CC=C1)=O)C(=O)NCCC1=CC(O)=C(O)C=C1 (N-[Nα-(9-fluorenylmethoxycarbonyl)-Nγ-trityl-L-asparagyl]dopamine), OC1=CC(=NC2=C(C=CC=C12)O)C(=O)O (4,8-dihydroxyquinoline-2-carboxylic acid). Yields the product OC1=CC(=NC2=C(C=CC=C12)O)C(=O)N[C@@H](CC(NC(C1=CC=CC=C1)(C1=CC=CC=C1)C1=CC=CC=C1)=O)C(=O)NCCC1=CC(O)=C(O)C=C1 (N-[Nα-(4,8-Dihydroxyquinoline-2-carbonyl)-Nγ-trityl-L-asparagyl]dopamine), crystals. Yield: 52.0%. Reaction SMILES: C1C2C(CO[C:16]([NH:18][C@H:19]([C:43]([NH:45][CH2:46][CH2:47][C:48]3[CH:55]=[CH:54][C:52]([OH:53])=[C:50]([OH:51])[CH:49]=3)=[O:44])[CH2:20][C:21](=[O:42])[NH:22][C:23]([C:36]3[CH:41]=[CH:40][CH:39]=[CH:38][CH:37]=3)([C:30]3[CH:35]=[CH:34][CH:33]=[CH:32][CH:31]=3)[C:24]3[CH:29]=[CH:28][CH:27]=[CH:26][CH:25]=3)=[O:17])C3C(=CC=CC=3)C=2C=CC=1.[OH:56][C:57]1[C:66]2[C:61](=[C:62]([OH:67])[CH:63]=[CH:64][CH:65]=2)[N:60]=[C:59](C(O)=O)[CH:58]=1>>[OH:56][C:57]1[C:66]2[C:61](=[C:62]([OH:67])[CH:63]=[CH:64][CH:65]=2)[N:60]=[C:59]([C:16]([NH:18][C@H:19]([C:43]([NH:45][CH2:46][CH2:47][C:48]2[CH:55]=[CH:54][C:52]([OH:53])=[C:50]([OH:51])[CH:49]=2)=[O:44])[CH2:20][C:21](=[O:42])[NH:22][C:23]([C:24]2[CH:29]=[CH:28][CH:27]=[CH:26][CH:25]=2)([C:30]2[CH:35]=[CH:34][CH:33]=[CH:32][CH:31]=2)[C:36]2[CH:41]=[CH:40][CH:39]=[CH:38][CH:37]=2)=[O:17])[CH:58]=1. Procedure details: The title compound was prepared from N-[Nα-(9-fluorenylmethoxycarbonyl)-Nγ-trityl-L-asparagyl]dopamine (1.34 g, 1.8 mmol, example 7, step A) as described for example 7 (step B) using 4,8-dihydroxyquinoline-2-carboxylic acid (564 mg, 2.75 mmol) instead of caffeic acid. The crude material was purified by flash chromatography using a solvent gradient from 30% to 60% EtOAc/CH2Cl2 containing 1% AcOH. The title compound was obtained as yellow crystals (663 mg, 52%).